Dataset: the Open Reaction Database (ORD), a public repository of structured organic reaction records. Task: describe an organic reaction: reactants, conditions, products, and yield Reactants: O=C([O-])[O-], CCCCBr, CC(C)=O, CCO, CCOCC, [K+], [K+], O=c1[nH]c2ccccc2n1C1CCNCC1. The product is CCCCN1CCC(n2c(=O)[nH]c3ccccc32)CC1. Reaction SMILES: [C:22](=[O:23])([O-:24])[O-:25].[CH2:17]([CH2:18][CH2:19][CH3:20])[Br:21].[CH3:28][C:29](=[O:30])[CH3:31].[CH3:32][CH2:33][OH:34].[CH3:35][CH2:36][O:37][CH2:38][CH3:39].[K+:26].[K+:27].[NH:1]1[CH2:2][CH2:3][CH:4]([n:7]2[c:8](=[O:16])[nH:9][c:10]3[c:11]2[cH:12][cH:13][cH:14][cH:15]3)[CH2:5][CH2:6]1>>[N:1]1([CH2:17][CH2:18][CH2:19][CH3:20])[CH2:2][CH2:3][CH:4]([n:7]2[c:8](=[O:16])[nH:9][c:10]3[c:11]2[cH:12][cH:13][cH:14][cH:15]3)[CH2:5][CH2:6]1.